The task is: describe an organic reaction: reactants, conditions, products, and yield. This data is from the Open Reaction Database (ORD), a public repository of structured organic reaction records. The reactants are IC1=CC=NN1C (5-iodo-1-methyl-1H-pyrazole), C(C)(C)(C)OC(=O)N1N=CC(=C1)B(O)O ([1-(tert-butoxycarbonyl)-1H-pyrazol-4-yl]boronic acid), C([O-])([O-])=O.[Na+].[Na+] (sodium carbonate), C(C)O (ethanol). The reagents and catalysts are C=1C=CC(=CC1)[P](C=2C=CC=CC2)(C=3C=CC=CC3)[Pd]([P](C=4C=CC=CC4)(C=5C=CC=CC5)C=6C=CC=CC6)([P](C=7C=CC=CC7)(C=8C=CC=CC8)C=9C=CC=CC9)[P](C=1C=CC=CC1)(C=1C=CC=CC1)C=1C=CC=CC1 (tetrakis(triphenylphosphine)palladium(0)). Run in C1(=CC=CC=C1)C (toluene), O (water). Reaction conditions: temperature 100 celsius, time 14 hour. Yields the product CN1N=CC=C1C=1C=NNC1 (2-Methyl-1′H,2H-3,4′-bipyrazole). Isolated yield 32.9%. As a reaction SMILES: I[C:2]1[N:6]([CH3:7])[N:5]=[CH:4][CH:3]=1.C(OC([N:15]1[CH:19]=[C:18](B(O)O)[CH:17]=[N:16]1)=O)(C)(C)C.C(=O)([O-])[O-].[Na+].[Na+].C(O)C>C1C=CC([P]([Pd]([P](C2C=CC=CC=2)(C2C=CC=CC=2)C2C=CC=CC=2)([P](C2C=CC=CC=2)(C2C=CC=CC=2)C2C=CC=CC=2)[P](C2C=CC=CC=2)(C2C=CC=CC=2)C2C=CC=CC=2)(C2C=CC=CC=2)C2C=CC=CC=2)=CC=1.O.C1(C)C=CC=CC=1>[CH3:7][N:6]1[C:2]([C:18]2[CH:19]=[N:15][NH:16][CH:17]=2)=[CH:3][CH:4]=[N:5]1 |f:2.3.4,^1:35,37,56,75|. Procedure details: Under a nitrogen atmosphere, a mixture of 5-iodo-1-methyl-1H-pyrazole (750 mg), [1-(tert-butoxycarbonyl)-1H-pyrazol-4-yl]boronic acid (1.27 g), tetrakis(triphenylphosphine)palladium(0) (209 mg), 2 M sodium carbonate aqueous solution (3.6 mL), ethanol (3.6 mL) and toluene (7.2 mL) was stirred at 100° C. for 14 hours. Thereafter, water was added to the reaction solution, and the obtained mixture was then extracted with ethyl acetate. The organic layer was dried over anhydrous magnesium sulfate, an... Reactants: C(C)OC(CC=1C(=NNC1C)C)=O ((3,5-dimethyl-1H-pyrazol-4-yl)acetic acid ethyl ester), ClC1=C(CBr)C=CC(=C1)[N+](=O)[O-] (2-chloro-4-nitrobenzyl bromide), C(=O)([O-])[O-].[K+].[K+] (K2CO3). Solvent: CO (methanol), C(C)#N (acetonitrile). Conditions: time 48 hour. The product is C(C)OC(CC=1C(=NN(C1C)CC1=C(C=C(C=C1)[N+](=O)[O-])Cl)C)=O ([3,5-dimethyl-1-(2-chloro-4-nitrobenzyl)-1H-pyrazol-4-yl]acetic acid ethyl ester). Isolated yield 88.3%. Reaction SMILES: [CH2:1]([O:3][C:4](=[O:13])[CH2:5][C:6]1[C:7]([CH3:12])=[N:8][NH:9][C:10]=1[CH3:11])[CH3:2].[Cl:14][C:15]1[CH:22]=[C:21]([N+:23]([O-:25])=[O:24])[CH:20]=[CH:19][C:16]=1[CH2:17]Br.C([O-])([O-])=O.[K+].[K+]>C(#N)C.CO>[CH2:1]([O:3][C:4](=[O:13])[CH2:5][C:6]1[C:7]([CH3:12])=[N:8][N:9]([CH2:17][C:16]2[CH:19]=[CH:20][C:21]([N+:23]([O-:25])=[O:24])=[CH:22][C:15]=2[Cl:14])[C:10]=1[CH3:11])[CH3:2] |f:2.3.4|. Reported procedure: To a solution of (3,5-dimethyl-1H-pyrazol-4-yl)acetic acid ethyl ester (1.40 g, 7.7 mmol) and 2-chloro-4-nitrobenzyl bromide (4.60 g, 20.7 mmol) in 20 mL acetonitrile is added K2CO3 (1.59 g, 11.5 mmol) and the mixture is stirred for 48 hours at room temperature. The solvent is removed by evaporation and the residue is dissolved in dichloromethane/water. After extraction with dichloromethane the organic layer is dried over Na2SO4 and evaporated under reduced pressure to yield 2.79 g of [3,5-dimet... Starting materials: amine, BrC1=CC=C(C=N1)CC1=CN(C2=NC=CC=C21)[Si](C(C)C)(C(C)C)C(C)C (3-(6-Bromo-pyridin-3-ylmethyl)-1-triisopropylsilanyl-1H-pyrrolo[2,3-b]pyridine), C(C1=CC=CC=C1)N (benzyl amine), ClC1=CC=C(C=N1)CC1=CN(C2=NC=CC=C21)[Si](C(C)C)(C(C)C)C(C)C (3-(6-Chloro-pyridin-3-ylmethyl)-1-triisopropylsilanyl-1H-pyrrolo[2,3-b]pyridine). Product: C(C1=CC=CC=C1)NC1=NC=C(C=C1)CC1=CNC2=NC=CC=C21 (benzyl-[5-(1H-pyrrolo[2,3-b]pyridin-3-ylmethyl)-pyridin-2-yl]-amine). As a reaction SMILES: [CH2:1]([NH2:8])[C:2]1[CH:7]=[CH:6][CH:5]=[CH:4][CH:3]=1.Cl[C:10]1[N:15]=[CH:14][C:13]([CH2:16][C:17]2[C:25]3[C:20](=[N:21][CH:22]=[CH:23][CH:24]=3)[N:19]([Si](C(C)C)(C(C)C)C(C)C)[CH:18]=2)=[CH:12][CH:11]=1.BrC1N=CC(CC2C3C(=NC=CC=3)N([Si](C(C)C)(C(C)C)C(C)C)C=2)=CC=1>>[CH2:1]([NH:8][C:10]1[CH:11]=[CH:12][C:13]([CH2:16][C:17]2[C:25]3[C:20](=[N:21][CH:22]=[CH:23][CH:24]=3)[NH:19][CH:18]=2)=[CH:14][N:15]=1)[C:2]1[CH:7]=[CH:6][CH:5]=[CH:4][CH:3]=1. Procedure details: The following table indicates the amine used in Step 1 in place of benzyl amine in Column 3, and whether 3-(6-Chloro-pyridin-3-ylmethyl)-1-triisopropylsilanyl-1H-pyrrolo[2,3-b]pyridine or 3-(6-Bromo-pyridin-3-ylmethyl)-1-triisopropylsilanyl-1H-pyrrolo[2,3-b]pyridine was used in Step 1 in Column 2 (Cl or Br, respectively), with the compound structure in Column 4, experimental mass spectrometry result in Column 5, and compound number in Column 1. The reactants are NC(N)=O, O=S(Cl)Cl, Cc1oc(-c2cc3ccccc3s2)nc1CCOc1ccc(CCC(=O)O)cc1. Product: Cc1oc(-c2cc3ccccc3s2)nc1CCOc1ccc(CCC(=O)NC(N)=O)cc1. RXN SMILES: [NH2:34][C:35]([NH2:36])=[O:37].[S:30]([Cl:31])([Cl:32])=[O:33].[s:1]1[c:2](-[c:10]2[o:11][c:12]([CH3:29])[c:13]([CH2:15][CH2:16][O:17][c:18]3[cH:19][cH:20][c:21]([CH2:24][CH2:25][C:26](=[O:27])[OH:28])[cH:22][cH:23]3)[n:14]2)[cH:3][c:4]2[c:5]1[cH:6][cH:7][cH:8][cH:9]2>>[s:1]1[c:2](-[c:10]2[o:11][c:12]([CH3:29])[c:13]([CH2:15][CH2:16][O:17][c:18]3[cH:19][cH:20][c:21]([CH2:24][CH2:25][C:26](=[O:28])[NH:34][C:35]([NH2:36])=[O:37])[cH:22][cH:23]3)[n:14]2)[cH:3][c:4]2[c:5]1[cH:6][cH:7][cH:8][cH:9]2. Starting materials: [N+](=O)([O-])[O-].[Ce+4].[NH4+].[N+](=O)([O-])[O-].[N+](=O)([O-])[O-].[N+](=O)([O-])[O-].[N+](=O)([O-])[O-] (Ammonium cerium(IV) nitrate), C(C1=CC=CC=C1)N1CC(OCC1)C1=CC(=NO1)C (4-benzyl-2-(3-methyl-1,2-oxazol-5-yl)morpholine). Run in C(C)#N.O (acetonitrile water). Reaction conditions: temperature 25 celsius, time 4 hour. Product: CC1=NOC(=C1)C1CNCCO1 (2-(3-methyl-1,2-oxazol-5-yl)morpholine). As a reaction SMILES: [N+]([O-])([O-])=O.[Ce+4].[NH4+].[N+]([O-])([O-])=O.[N+]([O-])([O-])=O.[N+]([O-])([O-])=O.[N+]([O-])([O-])=O.C([N:30]1[CH2:35][CH2:34][O:33][CH:32]([C:36]2[O:40][N:39]=[C:38]([CH3:41])[CH:37]=2)[CH2:31]1)C1C=CC=CC=1>C(#N)C.O>[CH3:41][C:38]1[CH:37]=[C:36]([CH:32]2[O:33][CH2:34][CH2:35][NH:30][CH2:31]2)[O:40][N:39]=1 |f:0.1.2.3.4.5.6,8.9|. Procedure details: Ammonium cerium(IV) nitrate (442 mg, 0.806 mmol) was added to a solution of 4-benzyl-2-(3-methyl-1,2-oxazol-5-yl)morpholine (C37) (100 mg, 0.39 mmol) in acetonitrile/water (5:1 mixture, 6 mL). The reaction mixture was stirred at 25° C. for 4 hours, then concentrated in vacuo; preparative thin-layer chromatography on silica gel (Eluent: 10:1 dichloromethane/methanol) provided the product as a yellow oil. Yield: 40 mg, 0.24 mmol, 62%. 1H NMR (400 MHz, CDCl3) δ 6.11 (s, 1H), 4.79 (dd, J=10.0, 2.4 H... The reactants are O[C@H](C(=O)O)CC1CCCC1 (2-(S)-Hydroxy-3-(cyclopentyl)propanoic acid), TEA, C(C1=CC=CC=C1)Br (benzyl bromide). The solvent is CN(C)C=O (DMF), CCOCC (ether). Conditions: time 22 hour. Yields the product hexanes EtOAc, O[C@H](C(=O)OCC1=CC=CC=C1)CC1CCCC1 (2-(S)-Hydroxy-3-(cyclopentyl)propanoic acid, benzyl ester). RXN SMILES: [OH:1][C@@H:2]([CH2:6][CH:7]1[CH2:11][CH2:10][CH2:9][CH2:8]1)[C:3]([OH:5])=[O:4].[CH2:12](Br)[C:13]1[CH:18]=[CH:17][CH:16]=[CH:15][CH:14]=1>CN(C=O)C.CCOCC>[OH:1][C@@H:2]([CH2:6][CH:7]1[CH2:11][CH2:10][CH2:9][CH2:8]1)[C:3]([O:5][CH2:12][C:13]1[CH:18]=[CH:17][CH:16]=[CH:15][CH:14]=1)=[O:4]. Reported procedure: A solution of 287 mg (1.81 mmol) of 2-(S)-hydroxy-3-(cyclopentyl)propanoic acid (from Step F) in 8 mL of DMF was treated with 0.38 mL (2.72 mmol) of TEA and 0.33 mL (2.77 mmol) of benzyl bromide and stirred at rt for 22 h. The reaction was diluted with 200 ml of ether and washed with 200 mL of H2O, 200 mL of 2.0 N HCl, 200 mL of 1.0 N NaHCO3, 200 mL of H2O and 200 mL of sat'd NaCl. The organic layer was dried over MgSO4 and concentrated. Flash chromatography on silica gel using 17:3 v/v hexanes/...